From a dataset of the Open Reaction Database (ORD), a public repository of structured organic reaction records. describe an organic reaction: reactants, conditions, products, and yield Reactants: CCN(CC)C(=O)Cl, ClC(Cl)Cl, c1ccc(N2CCNCC2)cc1. Yields the product CCN(CC)C(=O)N1CCN(c2ccccc2)CC1. As a reaction SMILES: [CH2:13]([CH3:14])[N:15]([C:16](=[O:17])[Cl:18])[CH2:19][CH3:20].[CH:21]([Cl:22])([Cl:23])[Cl:24].[c:1]1([N:7]2[CH2:8][CH2:9][NH:10][CH2:11][CH2:12]2)[cH:2][cH:3][cH:4][cH:5][cH:6]1>>[c:1]1([N:7]2[CH2:8][CH2:9][N:10]([C:16]([N:15]([CH2:13][CH3:14])[CH2:19][CH3:20])=[O:17])[CH2:11][CH2:12]2)[cH:2][cH:3][cH:4][cH:5][cH:6]1.